This data is from the Open Reaction Database (ORD), a public repository of structured organic reaction records. The task is: describe an organic reaction: reactants, conditions, products, and yield The reactants are FC(C=1C=C(CNC(C2=CC(=NC=C2)C2=C(C=CC(=C2)F)[N+](=O)[O-])=O)C=CC1)(F)F (N-(3-(trifluoromethyl)benzyl)-2-(5-fluoro-2-nitrophenyl)isonicotinamide), C(C)[S-].[Na+] (sodium ethanethiolate). Solvent: CS(=O)C (DMSO). Reaction conditions: temperature 90 celsius, time 8 hour. Product: FC(C=1C=C(CNC(C2=CC(=NC=C2)C2=C(C=CC(=C2)SCC)[N+](=O)[O-])=O)C=CC1)(F)F (N-(3-(trifluoromethyl)benzyl)-2-(5-(ethylthio)-2-nitrophenyl)-isonicotinamide). RXN SMILES: [F:1][C:2]([F:30])([F:29])[C:3]1[CH:4]=[C:5]([CH:26]=[CH:27][CH:28]=1)[CH2:6][NH:7][C:8](=[O:25])[C:9]1[CH:14]=[CH:13][N:12]=[C:11]([C:15]2[CH:20]=[C:19](F)[CH:18]=[CH:17][C:16]=2[N+:22]([O-:24])=[O:23])[CH:10]=1.[CH2:31]([S-:33])[CH3:32].[Na+]>CS(C)=O>[F:30][C:2]([F:1])([F:29])[C:3]1[CH:4]=[C:5]([CH:26]=[CH:27][CH:28]=1)[CH2:6][NH:7][C:8](=[O:25])[C:9]1[CH:14]=[CH:13][N:12]=[C:11]([C:15]2[CH:20]=[C:19]([S:33][CH2:31][CH3:32])[CH:18]=[CH:17][C:16]=2[N+:22]([O-:24])=[O:23])[CH:10]=1 |f:1.2|. Procedure details: Into a 50-mL round-bottom flask, was placed a solution of N-(3-(trifluoromethyl)benzyl)-2-(5-fluoro-2-nitrophenyl)isonicotinamide 14d (300 mg, 0.72 mmol, 1.00 equiv) in DMSO (5 mL), and sodium ethanethiolate (100 mg, 1.19 mmol, 1.70 equiv). The resulting solution was stirred for overnight at 90° C. in an oil bath. The mixture was concentrated under vacuum. The residue was diluted with 20 mL of water. The resulting solution was extracted with 3×20 mL of dichloromethane and the organic layers comb... Reactants: C(C)(=O)CC(C)=O (Acetylacetone), IC=1C=C(N)C=C(C1)C(F)(F)F (3-iodo-5-trifluoromethyl-aniline), C1(=CC=C(C=C1)S(=O)(=O)O)C (4-toluenesulfonic acid). Run in C1(=CC=CC=C1)C (toluene). Product: IC=1C=C(C=C(C1)C(F)(F)F)NC(=CC(C)=O)C (4-{[3-Iodo-5-(trifluoromethyl)phenyl]amino}-3-penten-2-one). Reaction SMILES: [C:1]([CH2:4][C:5](=[O:7])[CH3:6])(=O)[CH3:2].[I:8][C:9]1[CH:10]=[C:11]([CH:13]=[C:14]([C:16]([F:19])([F:18])[F:17])[CH:15]=1)[NH2:12].C1(C)C=CC(S(O)(=O)=O)=CC=1>C1(C)C=CC=CC=1>[I:8][C:9]1[CH:10]=[C:11]([NH:12][C:1]([CH3:2])=[CH:4][C:5](=[O:7])[CH3:6])[CH:13]=[C:14]([C:16]([F:18])([F:19])[F:17])[CH:15]=1. Procedure details: 1.38 g (13.8 mmol) Acetylacetone, 3.95 g (13.8 mmol) 3-iodo-5-trifluoromethyl-aniline, and 0.1 g (1.6 mmol) 4-toluenesulfonic acid are dissolved in 150 ml toluene. The reaction mixture is refluxed for 7 h with a Dean-Stark trap to remove water. After cooling down to room temperature, the suspension is filtered. The solid is purified by recrystallisation from ethanol. Starting materials: Cl (hydrochloric acid), O (water), COC(C1=CN=C(C=C1)C(=O)N1CCN(CC1)C1=NC=CC=C1[N+](=O)[O-])=O (6-[1-(3-Nitro-2-pyridyl)piperazin-4-yl-carbonyl]nicotinic acid methyl ester). The solvent is CO (methanol), [OH-].[Na+] (sodium hydroxide). Reaction conditions: temperature 30 celsius, time 2 hour. The product is [N+](=O)([O-])C=1C(=NC=CC1)N1CCN(CC1)C(=O)C1=NC=C(C(=O)O)C=C1 (6-[1-(3-nitro-2-pyridyl)piperazin-4-yl-carbonyl]nicotinic acid). Yield: 90.0%. Reaction SMILES: C[O:2][C:3](=[O:27])[C:4]1[CH:9]=[CH:8][C:7]([C:10]([N:12]2[CH2:17][CH2:16][N:15]([C:18]3[C:23]([N+:24]([O-:26])=[O:25])=[CH:22][CH:21]=[CH:20][N:19]=3)[CH2:14][CH2:13]2)=[O:11])=[N:6][CH:5]=1.Cl.O>CO.[OH-].[Na+]>[N+:24]([C:23]1[C:18]([N:15]2[CH2:16][CH2:17][N:12]([C:10]([C:7]3[CH:8]=[CH:9][C:4]([C:3]([OH:27])=[O:2])=[CH:5][N:6]=3)=[O:11])[CH2:13][CH2:14]2)=[N:19][CH:20]=[CH:21][CH:22]=1)([O-:26])=[O:25] |f:4.5|. Procedure details: 6-[1-(3-Nitro-2-pyridyl)piperazin-4-yl-carbonyl]nicotinic acid methyl ester (10 g) was dissolved in methanol (75 ml) and with the addition of aqueous 1N-sodium hydroxide (75 ml), the mixture was stirred at 30° C for 2 hours. With the slow addition of 3N-hydrochloric acid for neutralization (pH=˜5), water (110 ml) was slowly added to the mixture for precipitate. After 2-hours stirring, the precipitate was filtered, washed with water and dried to give a desired compound of 8.66 g (yield: 90%). Starting materials: solvent i, COC=1C=CC2=C(CCN(C(N2)=O)C2CCNCC2)C1 (7-methoxy-3-piperidin-4-yl-1,3,4,5-tetrahydro-1,3-benzodiazepin-2-one), CCN(C(C)C)C(C)C (DIPEA), ClC1=CC(=NC=N1)C(=O)OCC (ethyl 6-chloropyrimidine-4-carboxylate), O (water). Run in CN(C)C=O (DMF), C(C)(=O)OCC (ethyl acetate). Reaction conditions: time 3 hour. The product is COC=1C=CC2=C(CCN(C(N2)=O)C2CCN(CC2)C2=CC(=NC=N2)C(=O)OCC)C1 (ethyl 6-[4-(7-methoxy-2-oxo-1,2,4,5-tetrahydro-1,3-benzodiazepin-3-yl)-piperidin-1-yl]-pyrimidine-4-carboxylate). RXN SMILES: [CH3:1][O:2][C:3]1[CH:4]=[CH:5][C:6]2[NH:12][C:11](=[O:13])[N:10]([CH:14]3[CH2:19][CH2:18][NH:17][CH2:16][CH2:15]3)[CH2:9][CH2:8][C:7]=2[CH:20]=1.CCN(C(C)C)C(C)C.Cl[C:31]1[N:36]=[CH:35][N:34]=[C:33]([C:37]([O:39][CH2:40][CH3:41])=[O:38])[CH:32]=1.O>CN(C=O)C.C(OCC)(=O)C>[CH3:1][O:2][C:3]1[CH:4]=[CH:5][C:6]2[NH:12][C:11](=[O:13])[N:10]([CH:14]3[CH2:19][CH2:18][N:17]([C:31]4[N:36]=[CH:35][N:34]=[C:33]([C:37]([O:39][CH2:40][CH3:41])=[O:38])[CH:32]=4)[CH2:16][CH2:15]3)[CH2:9][CH2:8][C:7]=2[CH:20]=1. Reported procedure: 2.80 g (10.2 mmol) 7-methoxy-3-piperidin-4-yl-1,3,4,5-tetrahydro-1,3-benzodiazepin-2-one and 6.00 mL (34.9 mmol) DIPEA were added to 1.90 g (10.2 mmol) ethyl 6-chloropyrimidine-4-carboxylate in 60 mL DMF and the reaction mixture was stirred for 3 h at RT. After elimination of the solvent i. vac. the residue was combined with 70 mL water and stirred for 10 min. 5 mL ethyl acetate were added. After vigorous stirring the solid was suction filtered and dried in the CAD.